From a dataset of the Open Reaction Database (ORD), a public repository of structured organic reaction records. describe an organic reaction: reactants, conditions, products, and yield The reactants are [Br-], CCCC[N+](CCCC)(CCCC)CCCC, Fc1ncc(C(F)(F)F)cc1Cl, N#C[Na]. Product: N#Cc1ncc(C(F)(F)F)cc1Cl. RXN SMILES: [Br-:16].[CH3:17][CH2:18][CH2:19][CH2:20][N+:21]([CH2:22][CH2:23][CH2:24][CH3:25])([CH2:26][CH2:27][CH2:28][CH3:29])[CH2:30][CH2:31][CH2:32][CH3:33].[Cl:4][c:5]1[c:6]([F:15])[n:7][cH:8][c:9]([C:11]([F:12])([F:13])[F:14])[cH:10]1.[Na:1][C:2]#[N:3]>>[C:2](#[N:3])[c:6]1[c:5]([Cl:4])[cH:10][c:9]([C:11]([F:12])([F:13])[F:14])[cH:8][n:7]1.